This data is from the Open Reaction Database (ORD), a public repository of structured organic reaction records. The task is: describe an organic reaction: reactants, conditions, products, and yield Reactants: [H-].[Al+3].[Li+].[H-].[H-].[H-] (Lithium aluminum hydride), C1(CCC2=CC=CC=C12)CC(=O)O (2-indanylacetic acid), O (Water), CCOC(=O)C (EtOAc). Solvent: CCOCC (Et2O). Yields the product C1(CCC2=CC=CC=C12)CCO (2-indanylethanol). Isolated yield 92.5%. Reaction SMILES: [H-].[Al+3].[Li+].[H-].[H-].[H-].[CH:7]1([CH2:16][C:17](O)=[O:18])[C:15]2[C:10](=[CH:11][CH:12]=[CH:13][CH:14]=2)[CH2:9][CH2:8]1.O.CCOC(C)=O>CCOCC>[CH:7]1([CH2:16][CH2:17][OH:18])[C:15]2[C:10](=[CH:11][CH:12]=[CH:13][CH:14]=2)[CH2:9][CH2:8]1 |f:0.1.2.3.4.5|. Reported procedure: Lithium aluminum hydride (1 M in Et2O, 14 mL, 14 mmol) was slowly added to a solution of 2-indanylacetic acid (2.5 g, 14 mmol) in Et2O. The reaction mixture was heated at reflux for 2 h and was cooled to room temperature. Water and EtOAc were added and the organic solution was washed with water (2×) and brine (1×), dried over MgSO4, filtered, and concentrated to afford 2-indanylethanol (2.1 g) which was used in the next step without further purification. 1H NMR (400 MHz, CDCl3) δ 7.08-7.24 (m, 4... The reactants are BrC=1C=C2C(C=NNC2=CC1)=O (6-bromocinnolin-4(1H)-one), O=P(Cl)(Cl)Cl (POCl3), [OH-].[Na+] (NaOH). Run at temperature 0 celsius. Yields the product BrC=1C=C2C(=CN=NC2=CC1)Cl (6-bromo-4-chlorocinnoline). The yield is 43.0%. Reaction SMILES: [Br:1][C:2]1[CH:3]=[C:4]2[C:9](=[CH:10][CH:11]=1)[NH:8][N:7]=[CH:6][C:5]2=O.[OH-].[Na+].O=P(Cl)(Cl)[Cl:17]>>[Br:1][C:2]1[CH:3]=[C:4]2[C:9](=[CH:10][CH:11]=1)[N:8]=[N:7][CH:6]=[C:5]2[Cl:17] |f:1.2|. Reported procedure: A solution of Example 34C (0.4 g, 1.8 mmol) in POCl3 (2.5 mL) was heated to 100° C. for 2 hours, and poured slowly onto ice. The aqueous layer was cooled to 0° C. and adjusted to pH 5-7 with 50% NaOH. The aqueous layer was extracted with ethyl acetate (2×50 mL), and the combined organic layers were concentrated. The residue was purified by flash column chromatography on silica gel with 4:1 hexanes/ethyl acetate to provide the desired product (0.190 g, 43%). The reactants are COC(C1=CC(=C(C(=C1)[N+](=O)[O-])Cl)OCC)=O (4-chloro-3-ethoxy-5-nitro-benzoic acid methyl ester), [Sn](Cl)(Cl)(Cl)Cl (tin chloride). Run in CO (methanol), Cl (HCl). Conditions: time 18 hour. Product: COC(C1=CC(=C(C(=C1)OCC)Cl)N)=O (3-Amino-4-chloro-5-ethoxy-benzoic acid methyl ester). RXN SMILES: [CH3:1][O:2][C:3](=[O:17])[C:4]1[CH:9]=[C:8]([N+:10]([O-])=O)[C:7]([Cl:13])=[C:6]([O:14][CH2:15][CH3:16])[CH:5]=1.[Sn](Cl)(Cl)(Cl)Cl>CO.Cl>[CH3:1][O:2][C:3](=[O:17])[C:4]1[CH:5]=[C:6]([O:14][CH2:15][CH3:16])[C:7]([Cl:13])=[C:8]([NH2:10])[CH:9]=1. Reported procedure: To a solution of 4-chloro-3-ethoxy-5-nitro-benzoic acid methyl ester (1.0 g, 3.85 mmol, 1.0 equiv) in methanol (20 mL) was added dropwise under stirring at 0° C. a solution of tin chloride (2.92 g, 15.41 mmol, 4.0 equiv) in 37% HCl (7.5 mL). After the addition was completed the cooling bath was removed and the reaction mixture stirred at rt for 18 h. The solution was concentrated by evaporation under reduced pressure and the solution extracted with ethyl acetate (3×100 mL). The combined organic ... The reactants are CN1N=C(C=C1)NC(=O)C1=NC(=CC=C1NC=1C=NC=CC1)C (6-Methyl-3-(pyridin-3-ylamino)-pyridine-2-carboxylic acid (1-methyl-1H-pyrazol-3-yl)-amide), BrC=1C=C(C#N)C=CC1 (3-Bromobenzonitrile). Yields the product CN1N=C(C=C1)NC(=O)C1=NC(=CC=C1NC1=CC(=CC=C1)C#N)C (3-(3-Cyano-phenylamino)-6-methyl-pyridine-2-carboxylic acid (1-methyl-1H-pyrazol-3-yl)-amide). As a reaction SMILES: [CH3:1][N:2]1[CH:6]=[CH:5][C:4]([NH:7][C:8]([C:10]2[C:15]([NH:16][C:17]3[CH:18]=[N:19][CH:20]=[CH:21][CH:22]=3)=[CH:14][CH:13]=[C:12]([CH3:23])[N:11]=2)=[O:9])=[N:3]1.Br[C:25]1C=C(C=C[CH:32]=1)C#N>>[CH3:1][N:2]1[CH:6]=[CH:5][C:4]([NH:7][C:8]([C:10]2[C:15]([NH:16][C:17]3[CH:18]=[CH:32][CH:25]=[C:21]([C:20]#[N:19])[CH:22]=3)=[CH:14][CH:13]=[C:12]([CH3:23])[N:11]=2)=[O:9])=[N:3]1. Procedure: The title compound, was prepared from 3-Amino-6-methyl-pyridine-2-carboxylic acid (1-methyl-1H-pyrazol-3-yl)-amide (example 16) in accordance with the general method of example 20 using 3-Bromobenzonitrile instead of 3-Bromo-4-methylpyridine to yield the final compound as a yellow solid, MS (ISP): m/e=333.3 (M+H+).